From a dataset of the Open Reaction Database (ORD), a public repository of structured organic reaction records. describe an organic reaction: reactants, conditions, products, and yield Reactants: [Br-], Br, CCCCCCCCCCCCCCCC[N+](C)(C)C, CC(=O)O, COc1cccc2c1nc(-c1c(F)cccc1F)n2Cc1c(F)cccc1F. The product is Oc1cccc2c1nc(-c1c(F)cccc1F)n2Cc1c(F)cccc1F. Reaction SMILES: [Br-:30].[BrH:29].[CH2:31]([N+:32]([CH3:33])([CH3:34])[CH3:35])[CH2:36][CH2:37][CH2:38][CH2:39][CH2:40][CH2:41][CH2:42][CH2:43][CH2:44][CH2:45][CH2:46][CH2:47][CH2:48][CH2:49][CH3:50].[CH3:51][C:52](=[O:53])[OH:54].[F:1][c:2]1[c:3]([CH2:4][n:5]2[c:6](-[c:16]3[c:17]([F:23])[cH:18][cH:19][cH:20][c:21]3[F:22])[n:7][c:8]3[c:9]2[cH:10][cH:11][cH:12][c:13]3[O:14][CH3:15])[c:24]([F:28])[cH:25][cH:26][cH:27]1>>[F:1][c:2]1[c:3]([CH2:4][n:5]2[c:6](-[c:16]3[c:17]([F:23])[cH:18][cH:19][cH:20][c:21]3[F:22])[n:7][c:8]3[c:9]2[cH:10][cH:11][cH:12][c:13]3[OH:14])[c:24]([F:28])[cH:25][cH:26][cH:27]1. Reactants: COc1cc(Br)cn2ncc(C=O)c12, O=C([O-])O, CCO, Cl, NO, [Na+]. Product: COc1cc(Br)cn2ncc(C=NO)c12. RXN SMILES: [Br:1][c:2]1[cH:3][c:4]([O:13][CH3:14])[c:5]2[n:6]([cH:7]1)[n:8][cH:9][c:10]2[CH:11]=[O:12].[C:18](=[O:19])([OH:20])[O-:21].[CH3:23][CH2:24][OH:25].[ClH:15].[NH2:16][OH:17].[Na+:22]>>[Br:1][c:2]1[cH:3][c:4]([O:13][CH3:14])[c:5]2[n:6]([cH:7]1)[n:8][cH:9][c:10]2[CH:11]=[N:16][OH:17]. The reactants are C1(CCCCC1)COC1=C(C=C(C(=O)OC)C=C1)CC (Methyl 4-cyclohexylmethyloxy-3-ethylbenzoate), [Li+].[OH-] (LiOH), Cl (HCl). Run in C1CCOC1 (THF), O (water). Run at time 40 hour. The product is C1(CCCCC1)COC1=C(C=C(C(=O)O)C=C1)CC (4-cyclohexylmethyloxy-3-ethyl-benzoic acid). RXN SMILES: [CH:1]1([CH2:7][O:8][C:9]2[CH:18]=[CH:17][C:12]([C:13]([O:15]C)=[O:14])=[CH:11][C:10]=2[CH2:19][CH3:20])[CH2:6][CH2:5][CH2:4][CH2:3][CH2:2]1.[Li+].[OH-].Cl>C1COCC1.O>[CH:1]1([CH2:7][O:8][C:9]2[CH:18]=[CH:17][C:12]([C:13]([OH:15])=[O:14])=[CH:11][C:10]=2[CH2:19][CH3:20])[CH2:2][CH2:3][CH2:4][CH2:5][CH2:6]1 |f:1.2|. Procedure details: To a solution of 23-5 (290 mg, 1.0 mmol) in 7.6 mL of THF and 10 mL of water was added 210 mg (5.0 mmol) of LiOH. The resulting solution was stirred for 40 h, then acidified by the addition of 10 mL of 1N HCl. The aqueous phase was extracted with 2×20 mL of EtOAc. The organic extracts were washed with brine (5 mL) and dried over MgSO4. Evaporation of the solvent afforded acid 23-6 which was used without purification. Starting materials: C(C)(C)(C)OCC1NC(N(C1=O)C1=CC=C(CC2=NC=3N(C(N(C(C3N2)=O)CC2=C(C=CC=C2)F)=O)CC2CC2)C=C1)=O (8-[4-(4-tert-Butoxymethyl-2,5-dioxo-imidazolidin-1-yl)-benzyl]-3-cyclopropylmethyl-1-(2-fluorobenzyl)-3,7-dihydro-purine-2,6-dione), FC(C(=O)O)(F)F (trifluoroacetic acid). Reaction conditions: time 2 hour. Product: C1(CC1)CN1C(N(C(C=2NC(=NC12)CC1=CC=C(C=C1)N1C(N[C@H](C1=O)CO)=O)=O)CC1=C(C=CC=C1)F)=O (3-Cyclopropylmethyl-1-(2-fluorobenzyl)-8-[4-(4-(S)-hydroxymethyl-2,5-dioxo-imidazolidin-1-yl)-benzyl]-3,7-dihydro-purine-2,6-dione). Reaction SMILES: C([O:5][CH2:6][CH:7]1[C:11](=[O:12])[N:10]([C:13]2[CH:42]=[CH:41][C:16]([CH2:17][C:18]3[NH:26][C:25]4[C:24](=[O:27])[N:23]([CH2:28][C:29]5[CH:34]=[CH:33][CH:32]=[CH:31][C:30]=5[F:35])[C:22](=[O:36])[N:21]([CH2:37][CH:38]5[CH2:40][CH2:39]5)[C:20]=4[N:19]=3)=[CH:15][CH:14]=2)[C:9](=[O:43])[NH:8]1)(C)(C)C.FC(F)(F)C(O)=O>>[CH:38]1([CH2:37][N:21]2[C:20]3[N:19]=[C:18]([CH2:17][C:16]4[CH:41]=[CH:42][C:13]([N:10]5[C:11](=[O:12])[C@H:7]([CH2:6][OH:5])[NH:8][C:9]5=[O:43])=[CH:14][CH:15]=4)[NH:26][C:25]=3[C:24](=[O:27])[N:23]([CH2:28][C:29]3[CH:34]=[CH:33][CH:32]=[CH:31][C:30]=3[F:35])[C:22]2=[O:36])[CH2:40][CH2:39]1. Reported procedure: 8-[4-(4-tert-Butoxymethyl-2,5-dioxo-imidazolidin-1-yl)-benzyl]-3-cyclopropylmethyl-1-(2-fluorobenzyl)-3,7-dihydro-purine-2,6-dione was treated with trifluoroacetic acid (2 mL). After stirring at room temperature for 2 h, the reaction was concentrated and the residue was purified by reverse phase HPLC. LCMS, m/z(M+H)=533.12. The reactants are [Si](C)(C)(C(C)(C)C)Cl (tert-butyldimethylsilyl chloride), C(#C)[C@@H]1CC(N1)=O (4(S)-ethynyl-2-azetidinone). Solvent: ClCCl (dichloromethane), C(C)N(C(C)C)C(C)C (ethyldiisopropylamine). Run at time 8 hour. Product: [Si](C)(C)(C(C)(C)C)N1C(C[C@H]1C#C)=O (1-tert-butyldimethylsilyl-4(S)-ethynyl-2-azetidinone). Isolated yield 81.5%. RXN SMILES: [Si:1](Cl)([C:4]([CH3:7])([CH3:6])[CH3:5])([CH3:3])[CH3:2].[C:9]([C@H:11]1[NH:14][C:13](=[O:15])[CH2:12]1)#[CH:10]>ClCCl.C(N(C(C)C)C(C)C)C>[Si:1]([N:14]1[C@H:11]([C:9]#[CH:10])[CH2:12][C:13]1=[O:15])([C:4]([CH3:7])([CH3:6])[CH3:5])([CH3:3])[CH3:2]. Procedure: tert-butyldimethylsilyl chloride (1.42 g) was added to a mixture of 4(S)-ethynyl-2-azetidinone (0.78 g) in dichloromethane (10 ml) and ethyldiisopropylamine (2.14 ml) at room temperature. The reaction mixture was stirred overnight, then evaporated in vacuo. The residue was purified by column chromatography on silica gel eluting with n-hexane-ethyl acetate (9:1) to give 1-tert-butyldimethylsilyl-4(S)-ethynyl-2-azetidinone (1.4 g) as a colorless oil. Starting materials: CCOC=NC#N, CCOCC, CCO, CCO, Cl, NCCCOc1cccc(CN2CCCCC2)c1. Yields the product Cl, N#CNC=NCCCOc1cccc(CN2CCCCC2)c1. RXN SMILES: [C:19](#[N:20])[N:21]=[CH:22][O:23][CH2:24][CH3:25].[CH2:33]([O:34][CH2:35][CH3:36])[CH3:37].[CH3:27][CH2:28][OH:29].[CH3:30][CH2:31][OH:32].[ClH:26].[N:1]1([CH2:7][c:8]2[cH:9][c:10]([O:11][CH2:12][CH2:13][CH2:14][NH2:15])[cH:16][cH:17][cH:18]2)[CH2:2][CH2:3][CH2:4][CH2:5][CH2:6]1>>[ClH:26].[N:1]1([CH2:7][c:8]2[cH:9][c:10]([O:11][CH2:12][CH2:13][CH2:14][N:15]=[CH:22][NH:21][C:19]#[N:20])[cH:16][cH:17][cH:18]2)[CH2:2][CH2:3][CH2:4][CH2:5][CH2:6]1. Reactants: acid, COC=C1CCC(CC1)C1CC(CC1)CCC (1-methoxymethylene-4-(3-propylcyclopentyl)cyclohexane). Solvent: O (Water). Run at time 2 hour. The product is C(CC)C1CC(CC1)C1CCC(CC1)C=O (4-(3-propylcyclopentyl)cyclohexanecarboaldehyde). Isolated yield 93.8%. As a reaction SMILES: C[O:2][CH:3]=[C:4]1[CH2:9][CH2:8][CH:7]([CH:10]2[CH2:14][CH2:13][CH:12]([CH2:15][CH2:16][CH3:17])[CH2:11]2)[CH2:6][CH2:5]1>O>[CH2:15]([CH:12]1[CH2:13][CH2:14][CH:10]([CH:7]2[CH2:8][CH2:9][CH:4]([CH:3]=[O:2])[CH2:5][CH2:6]2)[CH2:11]1)[CH2:16][CH3:17]. Procedure details: Hydrochrolic acid (1 M) (30 ml) was added to 1-methoxymethylene-4-(3-propylcyclopentyl)cyclohexane (17.0 g) obtained in the first step, which was dissolved in (200 ml), and the mixture was stirred at room temperature for 2 hours. Water (100 ml) was added to the mixture, which was extracted with toluene. The combined organic layer was washed with water and dried over anhydrous magnesium sulfate, and the solvent was distilled off under reduced pressure. Ethanol (200 ml) and toluene (50 ml) was add...